describe an organic reaction: reactants, conditions, products, and yield From a dataset of the Open Reaction Database (ORD), a public repository of structured organic reaction records. Run in O (water), C(C)(=O)O (acetic acid), C(C)#N (acetonitrile). The reactants are C=O (formaldehyde), Cl.COC(CCNCCC1COC2=CC=CC=C2C1)=O (3-{N-[2-(chroman-3-yl)ethyl]amino}propionic acid methyl ester hydrochloride), C(#N)[BH3-].[Na+] (sodium cyanoborohydride), C(O)([O-])=O.[Na+] (sodium hydrogen carbonate). Procedure: 3.0 g (0.01 mol) of 3-{N-[2-(chroman-3-yl)ethyl]amino}propionic acid methyl ester hydrochloride are suspended with stirring in 30 ml of acetonitrile, and 4.0 ml (0.05 mol) of 37% formaldehyde in water are added thereto. 0.84 g (0.01 mol) of sodium hydrogen carbonate is then added and stirring is continued, yielding a clear solution. 1.0 g of sodium cyanoborohydride is added in portions to the solution and the pH of the suspension is then adjusted to 7 by the dropwise addition of glacial acetic a... Yields the product COC(CCN(C)CCC1COC2=CC=CC=C2C1)=O (3-{N-[2-(chroman-3-yl)ethyl]-N-methylamino}-propionic acid methyl ester). Reaction SMILES: Cl.[CH3:2][O:3][C:4](=[O:20])[CH2:5][CH2:6][NH:7][CH2:8][CH2:9][CH:10]1[CH2:19][C:18]2[C:13](=[CH:14][CH:15]=[CH:16][CH:17]=2)[O:12][CH2:11]1.C=O.[C:23](=O)([O-])O.[Na+].C([BH3-])#N.[Na+]>C(#N)C.O.C(O)(=O)C>[CH3:2][O:3][C:4](=[O:20])[CH2:5][CH2:6][N:7]([CH2:8][CH2:9][CH:10]1[CH2:19][C:18]2[C:13](=[CH:14][CH:15]=[CH:16][CH:17]=2)[O:12][CH2:11]1)[CH3:23] |f:0.1,3.4,5.6|. Starting materials: [C-]#N, CCOC(C)=O, Cl, N#C[Cu], [K+], O=N[O-], Nc1ccc2c(c1)CC(=O)c1ccccc1S2, [Na+], O. Product: N#Cc1ccc2c(c1)CC(=O)c1ccccc1S2. Reaction SMILES: [C-:22]#[N:23].[CH3:30][CH2:31][O:32][C:33]([CH3:34])=[O:35].[ClH:28].[Cu:25][C:26]#[N:27].[K+:24].[N:18]([O-:19])=[O:20].[NH2:1][c:2]1[cH:3][c:4]2[c:5]([cH:16][cH:17]1)[S:6][c:7]1[c:8]([cH:12][cH:13][cH:14][cH:15]1)[C:9](=[O:11])[CH2:10]2.[Na+:21].[OH2:29]>>[c:2]1([C:26]#[N:27])[cH:3][c:4]2[c:5]([cH:16][cH:17]1)[S:6][c:7]1[c:8]([cH:12][cH:13][cH:14][cH:15]1)[C:9](=[O:11])[CH2:10]2. Starting materials: [O-][n+]1onc2cc(Oc3ccc(C(F)(F)F)cc3Cl)ccc21, O=[N+]([O-])O, O=S(=O)(O)O. The product is O=[N+]([O-])c1c(Oc2ccc(C(F)(F)F)cc2Cl)ccc2c1no[n+]2[O-]. RXN SMILES: [Cl:1][c:2]1[c:3]([O:4][c:5]2[cH:6][c:7]3[c:8]([n+:9]([O-:12])[o:10][n:11]3)[cH:13][cH:14]2)[cH:15][cH:16][c:17]([C:19]([F:20])([F:21])[F:22])[cH:18]1.[OH:23][N+:24]([O-:25])=[O:26].[S:27](=[O:28])(=[O:29])([OH:30])[OH:31]>>[Cl:1][c:2]1[c:3]([O:4][c:5]2[c:6]([N+:24](=[O:23])[O-:25])[c:7]3[c:8]([n+:9]([O-:12])[o:10][n:11]3)[cH:13][cH:14]2)[cH:15][cH:16][c:17]([C:19]([F:20])([F:21])[F:22])[cH:18]1.